Dataset: the Open Reaction Database (ORD), a public repository of structured organic reaction records. Task: describe an organic reaction: reactants, conditions, products, and yield The reactants are C1(=CC=CC2=CC=CC=C12)OCC(=O)O (2-(1-naphthoxy)acetic acid), C(C(=O)Cl)(=O)Cl (oxalyl chloride), [Cl-].[Al+3].[Cl-].[Cl-] (aluminium chloride). Run in C1=CC=CC=C1 (benzene). Conditions: time 1 hour. The product is O1C2=C(C(C1)=O)C=CC1=CC=CC=C12 (2,3-Dihydronaphtho[1,2-b]furan-3-one). Isolated yield 84.3%. RXN SMILES: [C:1]1([O:11][CH2:12][C:13]([OH:15])=O)[C:10]2[C:5](=[CH:6][CH:7]=[CH:8][CH:9]=2)[CH:4]=[CH:3][CH:2]=1.C(Cl)(=O)C(Cl)=O.[Cl-].[Al+3].[Cl-].[Cl-]>C1C=CC=CC=1>[O:11]1[CH2:12][C:13](=[O:15])[C:2]2[CH:3]=[CH:4][C:5]3[C:10]([C:1]1=2)=[CH:9][CH:8]=[CH:7][CH:6]=3 |f:2.3.4.5|. Reported procedure: To a solution of 2-(1-naphthoxy)acetic acid (2.26 g, 11.2 mmol) in benzene (20 mL) was added oxalyl chloride (5 mL, 57.3 mmol). The resulting mixture was heated at reflux for 30 min, then allowed to cool and concentrated under reduced pressure. The residue was dissolved in benzene, and to this was added aluminium chloride (1.83 g, 13.9 mmol). The resulting mixture was stirred at room temperature for 1 h, then poured into ice. The organic phase was separated and washed with saturated aqueous NaCl... Reactants: Cl (hydrochloric acid), C1(=CC=CC=C1)C1=NN(C=C1CCC(=O)OCC)CC=1C=CC(=NC1)OCC=1N=C(SC1)C1=CC=CC=C1 (ethyl 3-[3-phenyl-1-[2-(2-phenyl-4-thiazolylmethoxy)-5-pyridylmethyl]-1H-pyrazol-4-yl]propionate), [OH-].[Na+] (sodium hydroxide), O1CCCC1 (tetrahydrofuran). Run in C(C)O (ethanol). Reaction conditions: time 2 hour. Yields the product C1(=CC=CC=C1)C1=NN(C=C1CCC(=O)O)CC=1C=NC(=CC1)OCC=1N=C(SC1)C1=CC=CC=C1 (3-[3-phenyl-1-[6-(2-phenyl-4-thiazolylmethoxy)-3-pyridylmethyl]-1H-pyrazol-4-yl]propionic acid). Yield: 87.6%. RXN SMILES: [C:1]1([C:7]2[C:11]([CH2:12][CH2:13][C:14]([O:16]CC)=[O:15])=[CH:10][N:9]([CH2:19][C:20]3[CH:21]=[CH:22][C:23]([O:26][CH2:27][C:28]4[N:29]=[C:30]([C:33]5[CH:38]=[CH:37][CH:36]=[CH:35][CH:34]=5)[S:31][CH:32]=4)=[N:24][CH:25]=3)[N:8]=2)[CH:6]=[CH:5][CH:4]=[CH:3][CH:2]=1.[OH-].[Na+].O1CCCC1.Cl>C(O)C>[C:1]1([C:7]2[C:11]([CH2:12][CH2:13][C:14]([OH:16])=[O:15])=[CH:10][N:9]([CH2:19][C:20]3[CH:25]=[N:24][C:23]([O:26][CH2:27][C:28]4[N:29]=[C:30]([C:33]5[CH:34]=[CH:35][CH:36]=[CH:37][CH:38]=5)[S:31][CH:32]=4)=[CH:22][CH:21]=3)[N:8]=2)[CH:6]=[CH:5][CH:4]=[CH:3][CH:2]=1 |f:1.2|. Procedure: After a mixture of ethyl 3-[3-phenyl-1-[2-(2-phenyl-4-thiazolylmethoxy)-5-pyridylmethyl]-1H-pyrazol-4-yl]propionate (603 mg), 1N sodium hydroxide solution (3 ml), tetrahydrofuran (6 ml), and ethanol (6 ml) was stirred at room temperature for 2 hours, 1N hydrochloric acid (3 ml) was added to the mixture, and the mixture was extracted with ethyl acetate. The ethyl acetate layer was washed with saturated aqueous sodium chloride solution, dried (MgSO4), and concentrated. The resulting colorless crys...